describe an organic reaction: reactants, conditions, products, and yield From a dataset of the Open Reaction Database (ORD), a public repository of structured organic reaction records. Reactants: FC(CCC=1N=C(N2C1N=CC=C2)C(=O)OCC)(C(F)(F)F)F (ethyl 8-(3,3,4,4,4-pentafluorobutyl)imidazo[1,5-A]pyrimidine-6-carboxylate), N (ammonia). Product: FC(CCC=1N=C(N2C1N=CC=C2)C(=O)N)(C(F)(F)F)F (8-(3,3,4,4,4-pentafluorobutyl)imidazo[1,5-A]pyrimidine-6-carboxamide). RXN SMILES: [F:1][C:2]([F:23])([C:19]([F:22])([F:21])[F:20])[CH2:3][CH2:4][C:5]1[N:6]=[C:7]([C:14]([O:16]CC)=O)[N:8]2[CH:13]=[CH:12][CH:11]=[N:10][C:9]=12.[NH3:24]>>[F:1][C:2]([F:23])([C:19]([F:21])([F:22])[F:20])[CH2:3][CH2:4][C:5]1[N:6]=[C:7]([C:14]([NH2:24])=[O:16])[N:8]2[CH:13]=[CH:12][CH:11]=[N:10][C:9]=12. Reported procedure: A solution of the intermediate from Step D (0.3684 g, 1.092 mmol) and ammonia (11.70 mL, 82 mmol, 7 N in MeOH) was heated at 50° C. under N2 in a screw cap vial for 24 h. The reaction mixture was concentrated in vacuo to remove the excess amine to afford the desired product, as a yellow solid. m/z=309.1 (M+H). The reactants are BrC1=CC=C(C=O)C=C1 (4-Bromobenzaldehyde), C(C)(=O)OCC (Ethyl acetate), [Li] (lithium), [Cl-].[NH4+] (ammonium chloride). The solvent is O1CCCC1 (tetrahydrofuran), C1CCCCC1 (cyclohexane), O1CCCC1 (tetrahydrofuran). Run at time 15 minute. Yields the product BrC1=CC=C(C=C1)C(CC(=O)OCC)O (Ethyl 3-(4-Bromophenyl)-3-hydroxypropionate). Isolated yield 80.0%. As a reaction SMILES: [C:1]([O:4][CH2:5][CH3:6])(=[O:3])[CH3:2].[Li].[Br:8][C:9]1[CH:16]=[CH:15][C:12]([CH:13]=[O:14])=[CH:11][CH:10]=1.[Cl-].[NH4+]>O1CCCC1.C1CCCCC1>[Br:8][C:9]1[CH:16]=[CH:15][C:12]([CH:13]([OH:14])[CH2:2][C:1]([O:4][CH2:5][CH3:6])=[O:3])=[CH:11][CH:10]=1 |f:3.4,^1:6|. Procedure: Ethyl acetate (5.8 ml) was dissolved in tetrahydrofuran (80 ml), to which was then added 1.5M lithium diisoprypylamide/cyclohexane solution (43 ml) in nitrogen atmosphere at −70° C., and then the mixture was stirred for 15 min. 4-Bromobenzaldehyde (10.151 g)/tetrahydrofuran (10 ml) solution was added to the reaction mixture, which was then stirred for 30 min. A saturated aqueous solution of ammonium chloride was added thereto, and then it was extracted with in ethyl acetate. The resulting organi... Yield: 34.1%. As a reaction SMILES: [OH:1][C:2]1[CH:7]=[CH:6][C:5]([CH2:8][CH2:9][CH2:10][CH2:11][CH2:12][CH2:13][C:14]([OH:16])=[O:15])=[CH:4][CH:3]=1.CCOCC>C(O)C>[OH:1][C@H:2]1[CH2:3][CH2:4][C@H:5]([CH2:8][CH2:9][CH2:10][CH2:11][CH2:12][CH2:13][C:14]([OH:16])=[O:15])[CH2:6][CH2:7]1. The product is i-propanol-ether, O[C@@H]1CC[C@H](CC1)CCCCCCC(=O)O (trans-7-(4-hydroxycyclohexyl)heptanoic acid). Solvent: C(C)O (ethanol). Reported procedure: 7-(4-Hydroxyphenyl)heptanoic acid (20 g) is subjected to similar catalytic reduction as Reference Example 5 in 80% ethanol. Ether is added to the crude product to give crystals. Recrystallization from ethanol-water and then from i-propanol-ether give trans-7-(4-hydroxycyclohexyl)heptanoic acid (7 g) as colorless needles, m.p. 123°-128° C. Starting materials: OC1=CC=C(C=C1)CCCCCCC(=O)O (7-(4-Hydroxyphenyl)heptanoic acid), CCOCC (Ether), crude product. The reactants are C(C)N1N=CC=2C1=NC(=C(C2NC2CCOCC2)CNC(=O)C2=CC(=CC=C2)C(=O)NCC=2C=C(C(=CC2)F)C2=CC(=CC=C2)C=O)CC (N-{[1,6-diethyl-4-(tetrahydro-2H-pyran-4-ylamino)-1H-pyrazolo[3,4-b]pyridin-5-yl]methyl}-N′-[(6-fluoro-3′-formyl-3-biphenylyl)methyl]-1,3-benzenedicarboxamide), CN1C(CNCC1)C (1,2-dimethylpiperazine), C(C)(=O)O[BH-](OC(C)=O)OC(C)=O.[Na+] (sodium triacetoxyborohydride), CC(=O)O (AcOH). Run in ClCCCl (1,2-dichloroethane), CCOC(=O)C (EtOAc). Run at time 8 hour. Product: C(C)N1N=CC=2C1=NC(=C(C2NC2CCOCC2)CNC(=O)C2=CC(=CC=C2)C(=O)NCC=2C=C(C(=CC2)F)C2=CC(=CC=C2)CN2CC(N(CC2)C)C)CC (N-{[1,6-Diethyl-4-(tetrahydro-2H-pyran-4-ylamino)-1H-pyrazolo[3,4-b]pyridin-5-yl]methyl}-N′-({3′-[(3,4-dimethyl-1-piperazinyl)methyl]-6-fluoro-3-biphenylyl}methyl)-1,3-benzenedicarboxamide). RXN SMILES: [CH2:1]([N:3]1[C:7]2=[N:8][C:9]([CH2:48][CH3:49])=[C:10]([CH2:19][NH:20][C:21]([C:23]3[CH:28]=[CH:27][CH:26]=[C:25]([C:29]([NH:31][CH2:32][C:33]4[CH:34]=[C:35]([C:40]5[CH:45]=[CH:44][CH:43]=[C:42]([CH:46]=O)[CH:41]=5)[C:36]([F:39])=[CH:37][CH:38]=4)=[O:30])[CH:24]=3)=[O:22])[C:11]([NH:12][CH:13]3[CH2:18][CH2:17][O:16][CH2:15][CH2:14]3)=[C:6]2[CH:5]=[N:4]1)[CH3:2].[CH3:50][N:51]1[CH2:56][CH2:55][NH:54][CH2:53][CH:52]1[CH3:57].C(O[BH-](OC(=O)C)OC(=O)C)(=O)C.[Na+].CC(O)=O>ClCCCl.CCOC(C)=O>[CH2:1]([N:3]1[C:7]2=[N:8][C:9]([CH2:48][CH3:49])=[C:10]([CH2:19][NH:20][C:21]([C:23]3[CH:28]=[CH:27][CH:26]=[C:25]([C:29]([NH:31][CH2:32][C:33]4[CH:34]=[C:35]([C:40]5[CH:45]=[CH:44][CH:43]=[C:42]([CH2:46][N:54]6[CH2:55][CH2:56][N:51]([CH3:50])[CH:52]([CH3:57])[CH2:53]6)[CH:41]=5)[C:36]([F:39])=[CH:37][CH:38]=4)=[O:30])[CH:24]=3)=[O:22])[C:11]([NH:12][CH:13]3[CH2:18][CH2:17][O:16][CH2:15][CH2:14]3)=[C:6]2[CH:5]=[N:4]1)[CH3:2] |f:2.3|. Procedure details: A mixture of N-{[1,6-diethyl-4-(tetrahydro-2H-pyran-4-ylamino)-1H-pyrazolo[3,4-b]pyridin-5-yl]methyl}-N′-[(6-fluoro-3′-formyl-3-biphenylyl)methyl]-1,3-benzenedicarboxamide (150 mg, 0.226 mmol), 1,2-dimethylpiperazine (45.7 mg, 0.40 mmol), sodium triacetoxyborohydride (95 mg, 0.45 mmol) and AcOH (18 μl, 0.314 mmol) in 1,2-dichloroethane (DCE) (6 mL) was stirred overnight at room temperature. LC/MS showed that the reaction was complete. The reaction was diluted with EtOAc; the organic layer washed... The yield is 83.1%. RXN SMILES: [OH:1][C:2]1[CH:7]=[CH:6][C:5]([CH2:8][C:9]([O:11][CH2:12][CH3:13])=[O:10])=[CH:4][CH:3]=1.[O-]CC.[Na+].[CH2:18](Br)[CH2:19][CH2:20][CH2:21][CH2:22][CH2:23][CH2:24][CH3:25]>C(O)C>[CH2:18]([O:1][C:2]1[CH:3]=[CH:4][C:5]([CH2:8][C:9]([O:11][CH2:12][CH3:13])=[O:10])=[CH:6][CH:7]=1)[CH2:19][CH2:20][CH2:21][CH2:22][CH2:23][CH2:24][CH3:25] |f:1.2|. The reactants are OC1=CC=C(C=C1)CC(=O)OCC (ethyl 4-hydroxyphenylacetate), [O-]CC.[Na+] (sodium ethoxide), C(CCCCCCC)Br (n-octyl bromide). The product is C(CCCCCCC)OC1=CC=C(C=C1)CC(=O)OCC (ethyl 4-n-octyloxyphenylacetate). Procedure details: The ethyl 4-hydroxyphenylacetate (59 g) and sodium ethoxide (22.4 g) are dissolved in ethanol (150 ml) and thereto is added n-octyl bromide (63.5 g), and the mixture is refluxed for 3 hours and concentrated under reduced pressure, and thereto is added ethyl acetate to dissolve the oily substance. The mixture is washed with water, dried over anhydrous magnesium sulfate, distilled under reduced pressure to remove ethyl acetate, and further distilled under reduced pressure to give ethyl 4-n-octylox... Run in C(C)O (ethanol).